This data is from the Open Reaction Database (ORD), a public repository of structured organic reaction records. The task is: describe an organic reaction: reactants, conditions, products, and yield Solvent: C1CCOC1 (THF). Yields the product C1(CC1)CC=1C=C(C=CC1)CO ([3-(cyclopropylmethyl)phenyl]methanol). Reaction SMILES: [CH:1]1([CH2:4][C:5]2[CH:6]=[C:7]([CH:12]=[CH:13][CH:14]=2)[C:8](OC)=[O:9])[CH2:3][CH2:2]1.[BH4-].[Li+]>C1COCC1>[CH:1]1([CH2:4][C:5]2[CH:6]=[C:7]([CH2:8][OH:9])[CH:12]=[CH:13][CH:14]=2)[CH2:2][CH2:3]1 |f:1.2|. Reaction conditions: temperature 50 celsius, time 1 hour. Procedure details: To a solution of methyl 3-(cyclopropylmethyl)benzoate (9.06 g, 47.6 mmol) in THF (100 mL) was added lithium borohydride (2.0 M in THF, 71.4 mL, 142.9 mmol). After stirring at 50° C. for 1 h the reaction was cooled, quenched with excess methanol and concentrated under vacuum. Purification by silica gel chromatography (30% EtOAc/hexanes) afforded the desired product. Reactants: C1(CC1)CC=1C=C(C(=O)OC)C=CC1 (methyl 3-(cyclopropylmethyl)benzoate), [BH4-].[Li+] (lithium borohydride).